This data is from the Open Reaction Database (ORD), a public repository of structured organic reaction records. The task is: describe an organic reaction: reactants, conditions, products, and yield The reactants are NC=1C=C2C=3CC(CCC3NC2=CC1)N(C)C (6-amino-3-(dimethyl)amino-1,2,3,4-tetrahydro-9H-carbazole), C1(=CC=CC=C1)N=C=S (phenyl isothiocyanate). Product: C1(=CC=CC=C1)NC(=S)NC=1C=C2C=3CC(CCC3NC2=CC1)N(C)C (N-phenyl-N'-(3-(dimethyl)amino-1,2,3,4-tetrahydro-9H-carbazol-6-yl)thiourea). Yield: 45.2%. RXN SMILES: [NH2:1][C:2]1[CH:3]=[C:4]2[C:12](=[CH:13][CH:14]=1)[NH:11][C:10]1[CH2:9][CH2:8][CH:7]([N:15]([CH3:17])[CH3:16])[CH2:6][C:5]2=1.[C:18]1([N:24]=[C:25]=[S:26])[CH:23]=[CH:22][CH:21]=[CH:20][CH:19]=1>>[C:18]1([NH:24][C:25]([NH:1][C:2]2[CH:3]=[C:4]3[C:12](=[CH:13][CH:14]=2)[NH:11][C:10]2[CH2:9][CH2:8][CH:7]([N:15]([CH3:17])[CH3:16])[CH2:6][C:5]3=2)=[S:26])[CH:23]=[CH:22][CH:21]=[CH:20][CH:19]=1. Reported procedure: Beginning with 10.0 mg (0.0437 mMol) 6-amino-3-(dimethyl)amino-1,2,3,4-tetrahydro-9H-carbazole and 11.8 mg (0.0874 mMol) phenyl isothiocyanate, 7.2 mg (39%) of the title compound were recovered. Starting materials: CCCS(=O)(=O)Cl, C#CC(O)(CF)CF, [H-], [Na+], C1CCOC1, O. The product is C#CC(CF)(CF)OS(=O)(=O)CCC. As a reaction SMILES: [CH2:11]([CH2:12][CH3:13])[S:14](=[O:15])(=[O:16])[Cl:17].[F:1][CH2:2][C:3]([C:4]#[CH:5])([OH:6])[CH2:7][F:8].[H-:9].[Na+:10].[O:19]1[CH2:20][CH2:21][CH2:22][CH2:23]1.[OH2:18]>>[F:1][CH2:2][C:3]([C:4]#[CH:5])([O:6][S:14]([CH2:11][CH2:12][CH3:13])(=[O:15])=[O:16])[CH2:7][F:8]. Reactants: C(CCC)C1=CC=C(C=C1)C#CC1=CC=C(CN(C(=O)NC2=CC=C(C=C2)C#N)CC2=CC=C(OCC(=O)OC)C=C2)C=C1 (methyl [4-({{4-[(4-butylphenyl)ethynyl]benzyl}[(4-cyanoanilino)-carbonyl]amino}methyl)phenoxy]acetate), [OH-].[Na+] (NaOH), Cl (HCl). Run in CO.C1CCOC1 (MeOH THF). Conditions: time 3 hour. Yields the product C(CCC)C1=CC=C(C=C1)C#CC1=CC=C(CN(C(=O)NC2=CC=C(C=C2)C#N)CC2=CC=C(OCC(=O)O)C=C2)C=C1 ({4-[({4-[(4-butylphenyl)ethynyl]benzyl}{[(4-cyanophenyl)amino]-carbonyl}amino)methyl]phenoxy}acetic acid). Isolated yield 75.7%. Reaction SMILES: [CH2:1]([C:5]1[CH:10]=[CH:9][C:8]([C:11]#[C:12][C:13]2[CH:44]=[CH:43][C:16]([CH2:17][N:18]([CH2:30][C:31]3[CH:42]=[CH:41][C:34]([O:35][CH2:36][C:37]([O:39]C)=[O:38])=[CH:33][CH:32]=3)[C:19]([NH:21][C:22]3[CH:27]=[CH:26][C:25]([C:28]#[N:29])=[CH:24][CH:23]=3)=[O:20])=[CH:15][CH:14]=2)=[CH:7][CH:6]=1)[CH2:2][CH2:3][CH3:4].[OH-].[Na+].Cl>CO.C1COCC1>[CH2:1]([C:5]1[CH:6]=[CH:7][C:8]([C:11]#[C:12][C:13]2[CH:44]=[CH:43][C:16]([CH2:17][N:18]([CH2:30][C:31]3[CH:42]=[CH:41][C:34]([O:35][CH2:36][C:37]([OH:39])=[O:38])=[CH:33][CH:32]=3)[C:19]([NH:21][C:22]3[CH:27]=[CH:26][C:25]([C:28]#[N:29])=[CH:24][CH:23]=3)=[O:20])=[CH:15][CH:14]=2)=[CH:9][CH:10]=1)[CH2:2][CH2:3][CH3:4] |f:1.2,4.5|. Procedure: To a solution of methyl [4-({{4-[(4-butylphenyl)ethynyl]benzyl}[(4-cyanoanilino)-carbonyl]amino}methyl)phenoxy]acetate (65 mg) in MeOH/THF (2 ml, (1/1)) was added an aqueous solution of NaOH (2 mL, 1N). The reaction mixture was stirred at rt for 3 hrs. Then an aqueous solution of HCl (7 mL, 1N) was added and extracted with. Et2O (2×7 mL). The combined organic layers were dried over Na2SO4 and the solvents were removed under reduced pressure to give 48 mg of the title compound as a yellow powder.... Reactants: NCc1ccc(Cl)cc1Cl, CN1C(=O)CCC1C(=O)NCc1ccc(F)cc1C(F)(F)F, NCc1ccc(F)cc1C(F)(F)F. Yields the product CN1C(=O)CCC1C(=O)NCc1ccc(Cl)cc1Cl. Reaction SMILES: [Cl:23][c:24]1[c:25]([CH2:31][NH2:32])[cH:26][cH:27][c:28]([Cl:30])[cH:29]1.[F:1][c:2]1[cH:3][cH:4][c:5]([CH2:6][NH:7][C:10]([CH:11]2[N:12]([CH3:17])[C:13](=[O:16])[CH2:14][CH2:15]2)=[O:18])[c:8]([C:9]([F:19])([F:20])[F:21])[cH:22]1.[F:33][c:34]1[cH:35][cH:36][c:37]([CH2:38][NH2:39])[c:40]([C:41]([F:42])([F:43])[F:44])[cH:45]1>>[C:10]([CH:11]1[N:12]([CH3:17])[C:13](=[O:16])[CH2:14][CH2:15]1)(=[O:18])[NH:32][CH2:31][c:25]1[c:24]([Cl:23])[cH:29][c:28]([Cl:30])[cH:27][cH:26]1. Starting materials: CO, CC(C)(C)OC(=O)NC(CN=[N+]=[N-])CC1CCCOC1. The product is CC(C)(C)OC(=O)NC(CN)CC1CCCOC1. Reaction SMILES: [CH3:21][OH:22].[N:1](=[N+:2]=[N-:3])[CH2:4][CH:5]([CH2:6][CH:7]1[CH2:8][O:9][CH2:10][CH2:11][CH2:12]1)[NH:13][C:14]([O:15][C:16]([CH3:17])([CH3:18])[CH3:19])=[O:20]>>[NH2:1][CH2:4][CH:5]([CH2:6][CH:7]1[CH2:8][O:9][CH2:10][CH2:11][CH2:12]1)[NH:13][C:14]([O:15][C:16]([CH3:17])([CH3:18])[CH3:19])=[O:20]. RXN SMILES: [F:1][C:2]([F:13])([F:12])[C:3]1[S:4][CH:5]=[C:6]([C:8](=[O:11])[CH2:9]Br)[N:7]=1.[OH:14][C:15]1[CH:20]=[CH:19][C:18]([CH2:21][CH:22]([NH:24][CH2:25][CH2:26]O)[CH3:23])=[CH:17][CH:16]=1>>[OH:14][C:15]1[CH:16]=[CH:17][C:18]([CH2:21][CH:22]([N:24]2[CH2:25][CH2:26][O:11][CH:8]([C:6]3[N:7]=[C:3]([C:2]([F:13])([F:12])[F:1])[S:4][CH:5]=3)[CH2:9]2)[CH3:23])=[CH:19][CH:20]=1. The reactants are FC(C=1SC=C(N1)C(CBr)=O)(F)F (2-trifluoromethyl-4-bromoacetyl-thiazole), OC1=CC=C(C=C1)CC(C)NCCO (N-[2-(4-hydroxyphenyl)-1-methylethyl]-2-hydroxyethanamine). Product: OC1=CC=C(C=C1)CC(C)N1CC(OCC1)C=1N=C(SC1)C(F)(F)F (N-[2-(4-Hydroxyphenyl)-1-methylethyl]-2-(2-trifluoromethylthiazol-4-yl)morpholine). Procedure: Prepared by analogy to Example 22 by reaction of 2-trifluoromethyl-4-bromoacetyl-thiazole with N-[2-(4-hydroxyphenyl)-1-methylethyl]-2-hydroxyethanamine followed by purification of the base on a silica gel column using chloroform/ethyl acetate=3:1 as eluant. Reactants: COC(=O)C1=CC2=C(N=C(O2)Cl)C=C1 (2-Chloro-benzooxazole-6-carboxylic acid methyl ester), C1CCC(CC1)C[C@@H](C(=O)O)N (L-cyclohexylalanine), Cl.Cl.FC1=CC=C(C=C1)NCCN (N1-(4-fluoro-phenyl)-ethane-1,2-diamine-2HCl). The product is COC(=O)C1=CC2=C(N=C(O2)N[C@@H](CC2CCCCC2)C(NCCNC2=CC=C(C=C2)F)=O)C=C1 (2-{2-Cyclohexyl-1-(S)-[2-(4-fluoro-phenylamino)-ethylcarbamoyl]-ethylamino}-benzooxazole-6-carboxylic acid methyl ester). As a reaction SMILES: [CH3:1][O:2][C:3]([C:5]1[CH:14]=[CH:13][C:8]2[N:9]=[C:10](Cl)[O:11][C:7]=2[CH:6]=1)=[O:4].[CH2:15]1[CH2:20][CH2:19][CH:18]([CH2:21][C@H:22]([NH2:26])[C:23]([OH:25])=O)[CH2:17][CH2:16]1.Cl.Cl.[F:29][C:30]1[CH:35]=[CH:34][C:33]([NH:36][CH2:37][CH2:38][NH2:39])=[CH:32][CH:31]=1>>[CH3:1][O:2][C:3]([C:5]1[CH:14]=[CH:13][C:8]2[N:9]=[C:10]([NH:26][C@H:22]([C:23](=[O:25])[NH:39][CH2:38][CH2:37][NH:36][C:33]3[CH:34]=[CH:35][C:30]([F:29])=[CH:31][CH:32]=3)[CH2:21][CH:18]3[CH2:17][CH2:16][CH2:15][CH2:20][CH2:19]3)[O:11][C:7]=2[CH:6]=1)=[O:4] |f:2.3.4|. Procedure details: The title compound was prepared from 2-Chloro-benzooxazole-6-carboxylic acid methyl ester, L-cyclohexylalanine and N1-(4-fluoro-phenyl)-ethane-1,2-diamine-2HCl using the procedure analogous to that described in example 2. HPLC-MS calcd. for C26H31FN4O4 (M+H+)483.23, found 483.5.